From a dataset of the Open Reaction Database (ORD), a public repository of structured organic reaction records. describe an organic reaction: reactants, conditions, products, and yield The reactants are N1(CCNCC1)C=1C=CC=2N(N1)C(=NN2)C(F)(F)F (6-(piperazin-1-yl)-3-(trifluoromethyl)-[1,2,4]triazolo[4,3-b]pyridazine), FC(C=1C=C(C=O)C=CC1)(F)F (3-(trifluoromethyl)benzaldehyde). The product is FC(C1=NN=C2N1N=C(C=C2)N2CCN(CC2)CC2=CC(=CC=C2)C(F)(F)F)(F)F (3-(trifluoromethyl)-6-[4-[[3-(trifluoromethyl)phenyl]methyl]piperazin-1-yl]-[1,2,4]triazolo[4,3-b]pyridazine). Reaction SMILES: [N:1]1([C:7]2[CH:8]=[CH:9][C:10]3[N:11]([C:13]([C:16]([F:19])([F:18])[F:17])=[N:14][N:15]=3)[N:12]=2)[CH2:6][CH2:5][NH:4][CH2:3][CH2:2]1.[F:20][C:21]([F:31])([F:30])[C:22]1[CH:23]=[C:24]([CH:27]=[CH:28][CH:29]=1)[CH:25]=O>>[F:19][C:16]([F:17])([F:18])[C:13]1[N:11]2[N:12]=[C:7]([N:1]3[CH2:2][CH2:3][N:4]([CH2:25][C:24]4[CH:27]=[CH:28][CH:29]=[C:22]([C:21]([F:20])([F:30])[F:31])[CH:23]=4)[CH2:5][CH2:6]3)[CH:8]=[CH:9][C:10]2=[N:15][N:14]=1. Procedure: Reductive amination of 6-(piperazin-1-yl)-3-(trifluoromethyl)-[1,2,4]triazolo[4,3-b]pyridazine with 3-(trifluoromethyl)benzaldehyde was carried out according to General Synthetic Method 5. The crude product was purified by hplc using a Waters XBridge Prep C18 OBD column, 5μ silica, 19 mm diameter, 100 mm length eluted with decreasingly polar mixtures of water (containing 1% aqueous ammonia) and acetonitrile as eluents to give 3-(trifluoromethyl)-6-[4-[[3-(trifluoromethyl)phenyl]methyl]piperazin-... The reactants are C1(=CC=CC=C1)C (toluene), O(C1=CC=CC=C1)C1=CC=CC(=N1)C=O (6-phenoxy-2-pyridinecarboxaldehyde), C=1(C(=CC=CC1)S(=O)(=O)Cl)C (toluenesulfonyl chloride), [C-]#N.[Na+] (sodium cyanide), [C-]#N.[Na+] (sodium cyanide). Reagents/catalysts: [Cl-].C(CCC)[N+](CCCC)(CCCC)CCCC (tetrabutylammonium chloride). Solvent: O (water), O (water). Reaction conditions: temperature 0 celsius, time 0.5 hour. The product is S(=O)(=O)(OC(C1=NC(=CC=C1)OC1=CC=CC=C1)C#N)C1=CC=C(C)C=C1 (CYANO(6-PHENOXY-2-PYRIDINYL)METHYL TOSYLATE). As a reaction SMILES: [C:1]1([CH3:7])[CH:6]=[CH:5][CH:4]=[CH:3][CH:2]=1.[O:8]([C:15]1[N:20]=[C:19]([CH:21]=[O:22])[CH:18]=[CH:17][CH:16]=1)[C:9]1[CH:14]=[CH:13][CH:12]=[CH:11][CH:10]=1.C1(C)C([S:29](Cl)(=[O:31])=[O:30])=CC=CC=1.[C-:34]#[N:35].[Na+]>[Cl-].C([N+](CCCC)(CCCC)CCCC)CCC.O>[S:29]([C:4]1[CH:5]=[CH:6][C:1]([CH3:7])=[CH:2][CH:3]=1)([O:22][CH:21]([C:34]#[N:35])[C:19]1[CH:18]=[CH:17][CH:16]=[C:15]([O:8][C:9]2[CH:10]=[CH:11][CH:12]=[CH:13][CH:14]=2)[N:20]=1)(=[O:31])=[O:30] |f:3.4,5.6|. Reported procedure: A 25 ml roundbottom flask equipped with a dropping funnel, thermometer and stirring bar was charged with 6 ml of toluene, 5 g of 6-phenoxy-2-pyridinecarboxaldehyde and 4.41 g of toluenesulfonyl chloride. The dropping funnel was charged with 10 ml of water, 1.2 g of sodium cyanide and 50 mg of tetrabutylammonium chloride. The solution was cooled to 0° C. and the sodium cyanide solution was added dropwise over 25 minutes. The temperature was controlled to about 4° C. as the solution turned pink an... The reactants are N#Cc1ccc(CBr)cc1, Cn1cnnc1C(O)(c1ccc(Cl)cc1)c1ccc2[nH]c(=O)cc(-c3cccc(Cl)c3)c2c1, [H-], [Na+], CN(C)C=O, O. Yields the product Cn1cnnc1C(O)(c1ccc(Cl)cc1)c1ccc2c(c1)c(-c1cccc(Cl)c1)cc(=O)n2Cc1ccc(C#N)cc1. RXN SMILES: [Br:36][CH2:37][c:38]1[cH:39][cH:40][c:41]([C:42]#[N:43])[cH:44][cH:45]1.[Cl:3][c:4]1[cH:5][c:6](-[c:10]2[cH:11][c:12](=[O:35])[nH:13][c:14]3[cH:15][cH:16][c:17]([C:20]([c:21]4[n:22][n:23][cH:24][n:25]4[CH3:26])([OH:27])[c:28]4[cH:29][cH:30][c:31]([Cl:34])[cH:32][cH:33]4)[cH:18][c:19]23)[cH:7][cH:8][cH:9]1.[H-:2].[Na+:1].[O:47]=[CH:48][N:49]([CH3:50])[CH3:51].[OH2:46]>>[Cl:3][c:4]1[cH:5][c:6](-[c:10]2[cH:11][c:12](=[O:35])[n:13]([CH2:37][c:38]3[cH:39][cH:40][c:41]([C:42]#[N:43])[cH:44][cH:45]3)[c:14]3[cH:15][cH:16][c:17]([C:20]([c:21]4[n:22][n:23][cH:24][n:25]4[CH3:26])([OH:27])[c:28]4[cH:29][cH:30][c:31]([Cl:34])[cH:32][cH:33]4)[cH:18][c:19]23)[cH:7][cH:8][cH:9]1. Isolated yield 38.6%. Reported procedure: DAST (0.697 mL, 5.27 mmol) was added to a solution of (3R,4R)-benzyl 4-((6-bromo-3-cyanopyrrolo[1,2-b]pyridazin-4-yl)amino)-3-hydroxy-3-methylpyrrolidine-1-carboxylate (310 mg, 0.659 mmol) in dichloromethane (10 mL) at 0° C. After 5 min at 0° C., the mixture was carefully quenched with saturated NaHCO3 (5 mL), diluted with dichloromethane (80 mL), washed with water, brine, dried (MgSO4) and concentrated. The residue was purified by silica gel chromatography, eluting with 0 to 30% ethyl acetate i... Reaction conditions: time 5 minute. Reactants: CCN(CC)S(F)(F)F (DAST), BrC=1C=C2N(N=CC(=C2N[C@H]2[C@](CN(C2)C(=O)OCC2=CC=CC=C2)(C)O)C#N)C1 ((3R,4R)-benzyl 4-((6-bromo-3-cyanopyrrolo[1,2-b]pyridazin-4-yl)amino)-3-hydroxy-3-methylpyrrolidine-1-carboxylate). Run in ClCCl (dichloromethane). As a reaction SMILES: CCN(S(F)(F)[F:7])CC.[Br:10][C:11]1[CH:12]=[C:13]2[C:18]([NH:19][C@@H:20]3[CH2:24][N:23]([C:25]([O:27][CH2:28][C:29]4[CH:34]=[CH:33][CH:32]=[CH:31][CH:30]=4)=[O:26])[CH2:22][C@:21]3(O)[CH3:35])=[C:17]([C:37]#[N:38])[CH:16]=[N:15][N:14]2[CH:39]=1>ClCCl>[Br:10][C:11]1[CH:12]=[C:13]2[C:18]([NH:19][C@@H:20]3[CH2:24][N:23]([C:25]([O:27][CH2:28][C:29]4[CH:34]=[CH:33][CH:32]=[CH:31][CH:30]=4)=[O:26])[CH2:22][C@@:21]3([F:7])[CH3:35])=[C:17]([C:37]#[N:38])[CH:16]=[N:15][N:14]2[CH:39]=1. Yields the product BrC=1C=C2N(N=CC(=C2N[C@H]2[C@@](CN(C2)C(=O)OCC2=CC=CC=C2)(C)F)C#N)C1 ((3S,4R)-benzyl 4-((6-bromo-3-cyanopyrrolo[1,2-b]pyridazin-4-yl)amino)-3-fluoro-3-methylpyrrolidine-1-carboxylate).